This data is from the Open Reaction Database (ORD), a public repository of structured organic reaction records. The task is: describe an organic reaction: reactants, conditions, products, and yield Starting materials: BrC1C=C(C(C1)=O)CCCCCCC(=O)O (4-bromo-2(6-carboxyhexyl)cyclopent-2-en-1-one), CC(=O)C (acetone), O (water). The reagents and catalysts are [B-](F)(F)(F)F.[Ag+] (silver fluoborate). Run in CO (MeOH). Conditions: time 90 minute. The product is C(=O)(O)CCCCCCC=1C(CC(C1)O)=O (2-(6-carboxyhexyl)-4-hydroxy-cyclopent-2-en-1-one). As a reaction SMILES: Br[CH:2]1[CH2:6][C:5](=[O:7])[C:4]([CH2:8][CH2:9][CH2:10][CH2:11][CH2:12][CH2:13][C:14]([OH:16])=[O:15])=[CH:3]1.CC(C)=[O:19].O>[B-](F)(F)(F)F.[Ag+].CO>[C:14]([CH2:13][CH2:12][CH2:11][CH2:10][CH2:9][CH2:8][C:4]1[C:5](=[O:7])[CH2:6][CH:2]([OH:19])[CH:3]=1)([OH:16])=[O:15] |f:3.4|. Procedure details: To a stirred solution of 10.6 g. (ca. 34 mmoles) of crude 4-bromo-2-(6-carboxyhexyl)cyclopent-2-en-1-one (Example 93) in 100 ml. of acetone and 65 ml. of water is added 8.80 g. (45.2 mmoles) of silver fluoborate during 2 minutes. The temperature is maintained at 25°-30° C. by external cooling. The mixture is stirred for 90 minutes, filtered, saturated with sodium chloride, and extracted with ether. The extract is extracted with half saturated sodium bicarbonate solutions. The basic solutions is ... Reaction SMILES: [Br:11][c:12]1[cH:13][cH:14][c:15]([O:18][CH3:19])[cH:16][cH:17]1.[CH2:20]1[O:21][CH2:22][CH2:23][CH2:24]1.[CH3:6][CH2:7][CH2:8][CH2:9][Li:10].[cH:1]1[cH:2][s:3][cH:4][n:5]1>>[cH:1]1[cH:2][s:3][c:4](-[c:12]2[cH:13][cH:14][c:15]([O:18][CH3:19])[cH:16][cH:17]2)[n:5]1. Yields the product COc1ccc(-c2nccs2)cc1. Reactants: COc1ccc(Br)cc1, C1CCOC1, [Li]CCCC, c1cscn1. Starting materials: C1CCNC1, CC#N, ClCCl, CCC(Br)c1ccc(C(F)(F)F)cc1CN1C(=O)OC(c2cc(C(F)(F)F)cc(C(F)(F)F)c2)C1C, O. Product: CCC(c1ccc(C(F)(F)F)cc1CN1C(=O)OC(c2cc(C(F)(F)F)cc(C(F)(F)F)c2)C1C)N1CCCC1. Reaction SMILES: [CH2:37]1[CH2:38][CH2:39][NH:40][CH2:41]1.[CH3:42][C:43]#[N:44].[Cl:45][CH2:46][Cl:47].[F:1][C:2]([c:3]1[cH:4][c:5]([CH:13]2[CH:14]([CH3:34])[N:15]([CH2:19][c:20]3[c:21]([CH:30]([CH2:31][CH3:32])[Br:33])[cH:22][cH:23][c:24]([C:26]([F:27])([F:28])[F:29])[cH:25]3)[C:16](=[O:18])[O:17]2)[cH:6][c:7]([C:9]([F:10])([F:11])[F:12])[cH:8]1)([F:35])[F:36].[OH2:48]>>[F:1][C:2]([c:3]1[cH:4][c:5]([CH:13]2[CH:14]([CH3:34])[N:15]([CH2:19][c:20]3[c:21]([CH:30]([CH2:31][CH3:32])[N:40]4[CH2:39][CH2:38][CH2:37][CH2:41]4)[cH:22][cH:23][c:24]([C:26]([F:27])([F:28])[F:29])[cH:25]3)[C:16](=[O:18])[O:17]2)[cH:6][c:7]([C:9]([F:10])([F:11])[F:12])[cH:8]1)([F:35])[F:36]. Product: CNC(C(=NOC)C1=C(C=CC=C1)O)=O (N-Methyl-2-(2-hydroxyphenyl)-2-methoxyimino-acetamide). Reaction conditions: temperature 10 celsius, time 30 minute. Starting materials: OC1=C(C=CC=C1)C(C(=O)OC)=NOC (methyl 2-(2-hydroxyphenyl)-2-methoxyimino-acetate), CO (methanol), CN (methylamine), OC1=C(C=CC=C1)/C(/C(=O)OC)=N/OC (methyl Z-2-(2-hydroxyphenyl)-2-methoxyimino-acetate), CN (methylamine). RXN SMILES: [OH:1][C:2]1[CH:7]=[CH:6][CH:5]=[CH:4][C:3]=1[C:8](=[N:13][O:14][CH3:15])[C:9](OC)=[O:10].OC1C=CC=CC=1/[C:23](=[N:28]/OC)/C(OC)=O.CN.CO>O1CCCC1>[CH3:23][NH:28][C:9](=[O:10])[C:8]([C:3]1[CH:4]=[CH:5][CH:6]=[CH:7][C:2]=1[OH:1])=[N:13][O:14][CH3:15]. Run in O1CCCC1 (tetrahydrofuran). Procedure details: 0.5 g (0.0013 mol) of methyl 2-(2-hydroxyphenyl)-2-methoxyimino-acetate (in particular Example II-Id from process step 4; HPLC: 54.4% methyl Z-2-(2-hydroxyphenyl)-2-methoxyimino-acetate of log p=2.39 is disolved in 6 ml of tetrahydrofuran and cooled to 10° C. With cooling, methylamine is introduced. After about 30 minutes, 2 ml of methanol are added, the solution is saturated with methylamine and the mixture is allowed to stand at 10° C. overnight. The solvents are distilled off under reduced pr... The reactants are Cl (hydrochloric acid), COC(=O)C=1C=2C=C(NC2C=CC1)C (2-methylindole-4-carboxylic acid methyl ester), aqueous solution. Solvent: methanol-dioxane, [OH-].[Na+] (sodium hydroxide). Conditions: temperature 60 celsius, time 8 hour. Product: CC=1NC=2C=CC=C(C2C1)C(=O)O (2-Methylindole-4-carboxylic acid). The yield is 40.2%. Reaction SMILES: C[O:2][C:3]([C:5]1[C:6]2[CH:7]=[C:8]([CH3:14])[NH:9][C:10]=2[CH:11]=[CH:12][CH:13]=1)=[O:4].Cl>[OH-].[Na+]>[CH3:14][C:8]1[NH:9][C:10]2[CH:11]=[CH:12][CH:13]=[C:5]([C:3]([OH:4])=[O:2])[C:6]=2[CH:7]=1 |f:2.3|. Procedure: To a solution of 2-methylindole-4-carboxylic acid methyl ester (4.3 g; prepared in Reference Example 9) in methanol-dioxane (10 ml+10 ml) was added 5N aqueous solution of sodium hydroxide (10 ml), and the mixture was stirred at 60° C. overnight. To the reaction solution was added 2N hydrochloric acid, and then extracted with ethyl acetate. The aqueous layer was extracted with ethyl acetate. The combined organic layer was washed with water and a saturated aqueous solution of sodium chloride, succ... The reactants are C1(CCCCC1)=O (Cyclohexanone), ClC1=C(C=O)C(=CC=C1)Cl (2,6-dichlorobenzaldehyde). Solvent: C(C)O (ethanol). Conditions: time 4 hour. The product is ClC1=C(C=C2C(C(CCC2)=CC2=C(C=CC=C2Cl)Cl)=O)C(=CC=C1)Cl (2,6-Bis(2,6-dichlorobenzylidene)cyclohexanone). Reaction SMILES: [C:1]1(=[O:7])[CH2:6][CH2:5][CH2:4][CH2:3][CH2:2]1.[Cl:8][C:9]1[CH:16]=[CH:15][CH:14]=[C:13]([Cl:17])[C:10]=1[CH:11]=O>C(O)C>[Cl:8][C:9]1[CH:16]=[CH:15][CH:14]=[C:13]([Cl:17])[C:10]=1[CH:11]=[C:2]1[CH2:3][CH2:4][CH2:5][C:6](=[CH:11][C:10]2[C:9]([Cl:8])=[CH:16][CH:15]=[CH:14][C:13]=2[Cl:17])[C:1]1=[O:7]. Reported procedure: (76) Cyclohexanone (10 mmol), 60 ml of ethanol, and 2,6-dichlorobenzaldehyde (20 mmol) were used. The reaction stirred for 4 hours. A solid formed and was filtered. Recrystallization from ethanol yielded 3.24 g (78.6%) of bright-yellow flakes: mp 185.0-186.0° C. (lit. mp 183° C., Smith et al., supra). 1H NMR (250 MHz) δ 7.60 (s, 2H), 7.37-7.18 (m, 6H), 2.45 (t, 4H), 1.73 (p, 2H); 13C NMR (62.7 MHz) 188.2, 140.3, 134.6, 134.4, 132.4, 129.6, 128.1, 28.4, 22.1 ppm. The reactants are ClC1=NC=C(C=C1)[N+](=O)[O-] (2-chloro-5-nitropyridine), OC=1C=C(C=CC1C)NC(OC(C)(C)C)=O (tert-butyl (3-hydroxy-4-methylphenyl)carbamate), C([O-])([O-])=O.[K+].[K+] (potassium carbonate). Solvent: CN(C=O)C (N,N-dimethylformamide). Reaction conditions: temperature 70 celsius, time 18 hour. Product: CC1=C(C=C(C=C1)NC(OC(C)(C)C)=O)OC1=NC=C(C=C1)[N+](=O)[O-] (tert-butyl {4-methyl-3-[(5-nitropyridin-2-yl)oxy]phenyl}carbamate). Yield: 92.0%. Reaction SMILES: Cl[C:2]1[CH:7]=[CH:6][C:5]([N+:8]([O-:10])=[O:9])=[CH:4][N:3]=1.[OH:11][C:12]1[CH:13]=[C:14]([NH:19][C:20](=[O:26])[O:21][C:22]([CH3:25])([CH3:24])[CH3:23])[CH:15]=[CH:16][C:17]=1[CH3:18].C(=O)([O-])[O-].[K+].[K+]>CN(C)C=O>[CH3:18][C:17]1[CH:16]=[CH:15][C:14]([NH:19][C:20](=[O:26])[O:21][C:22]([CH3:23])([CH3:25])[CH3:24])=[CH:13][C:12]=1[O:11][C:2]1[CH:7]=[CH:6][C:5]([N+:8]([O-:10])=[O:9])=[CH:4][N:3]=1 |f:2.3.4|. Procedure: To a solution of 2-chloro-5-nitropyridine (15.0 g, 94.5 mmol) and tert-butyl (3-hydroxy-4-methylphenyl)carbamate (20.0 g, 90.0 mmol) in N,N-dimethylformamide (200 mL) was added potassium carbonate (18.6 g, 135 mmol), and the mixture was stirred at 70° C. for 18 hr. The reaction mixture was cooled to room temperature, the insoluble material was filtered off, and the filtrate was concentrated under reduced pressure. Water (400 mL) was added to the obtained residue, and the mixture was extracted wi... Starting materials: CO, Cc1n[nH]cc1Cl. The product is Cc1nn(CO)cc1Cl. As a reaction SMILES: [CH3:8][OH:9].[Cl:1][c:2]1[c:3]([CH3:7])[n:4][nH:5][cH:6]1>>[Cl:1][c:2]1[c:3]([CH3:7])[n:4][n:5]([CH2:8][OH:9])[cH:6]1. The reactants are CCOc1ccc(OC)cc1C(N)=O, CO, C[O-], CCI, [Na+]. Product: CCOc1ccc(C(=O)OC)cc1C(N)=O. Reaction SMILES: [CH2:7]([CH3:8])[O:9][c:10]1[c:11]([C:12](=[O:13])[NH2:14])[cH:15][c:16]([O:19][CH3:20])[cH:17][cH:18]1.[CH3:21][OH:22].[CH3:4][O-:5].[I:1][CH2:2][CH3:3].[Na+:6]>>[C:4](=[O:5])([c:16]1[cH:15][c:11]([C:12](=[O:13])[NH2:14])[c:10]([O:9][CH2:7][CH3:8])[cH:18][cH:17]1)[O:22][CH3:21]. Reactants: CC1(CCC(C2=CC(=C(C=C12)Cl)C1CCCCC1)=O)C(=O)O (1-methyl-4-oxo-6-cyclohexyl-7-chloro-1,2,3,4-tetrahydronaphthalene-1-carboxylic acid), O.NN (hydrazine hydrate), [OH-].[K+] (potassium hydroxide). Run in C(COCCOCCO)O (triethyleneglycol). Reaction conditions: temperature 195 celsius. Yields the product CC1(CCCC2=CC(=C(C=C12)Cl)C1CCCCC1)C(=O)O (1-methyl-6-cyclohexyl-7-chloro-1,2,3,4-tetrahydronaphthalene-1-carboxylic acid). The yield is 92.1%. Reaction SMILES: [CH3:1][C:2]1([C:20]([OH:22])=[O:21])[C:11]2[C:6](=[CH:7][C:8]([CH:13]3[CH2:18][CH2:17][CH2:16][CH2:15][CH2:14]3)=[C:9]([Cl:12])[CH:10]=2)[C:5](=O)[CH2:4][CH2:3]1.O.NN.[OH-].[K+]>C(O)COCCOCCO>[CH3:1][C:2]1([C:20]([OH:22])=[O:21])[C:11]2[C:6](=[CH:7][C:8]([CH:13]3[CH2:18][CH2:17][CH2:16][CH2:15][CH2:14]3)=[C:9]([Cl:12])[CH:10]=2)[CH2:5][CH2:4][CH2:3]1 |f:1.2,3.4|. Reported procedure: A mixture of 6.7 g of 1-methyl-4-oxo-6-cyclohexyl-7-chloro-1,2,3,4-tetrahydronaphthalene-1-carboxylic acid, 4 g of hydrazine hydrate, 6.7 g of potassium hydroxide and 40 ml of triethyleneglycol is heated for 2 hours at 130°-140°C. Then, while distilling off a mixture of hydrazine and water, the temperature is raised to 195°C and the batch is stirred until nitrogen is no longer being given off, then diluted with 50 ml of water, acidified with concentrated hydrochloric acid and the mixture is extr...